Dataset: the Open Reaction Database (ORD), a public repository of structured organic reaction records. Task: describe an organic reaction: reactants, conditions, products, and yield The reactants are FC(F)P(C1=CC=CC=C1)(C1=CC=CC=C1)=O (difluoromethyldiphenylphosphine oxide), C(C)(C)[N-]C(C)C.[Li+] (lithium diisopropylamide), O1C(CCCC1)OC1=CC=2CC=C3[C@@H]4CCC([C@@]4(C)CC[C@@H]3C2C=C1)=O (3-tetrahydropyranyloxy-estra-1,3,5(10),7-tetraen-17-one). The solvent is C(C)(=O)OCC (ethyl acetate), O1CCCC1 (tetrahydrofuran), O1CCCC1 (tetrahydrofuran), C(C)(=O)OCC (ethyl acetate), O (water). Run at time 1 hour. Product: FC(=C1[C@]2(C)[C@@H](CC1)C1=CCC=3C=C(C=CC3[C@H]1CC2)OC2OCCCC2)F (17-difluoromethylene-3-tetrahydropyranyloxy-estra-1,3,5(10),7-tetraene). Isolated yield 53.6%. Reaction SMILES: [F:1][CH:2](P(=O)(C1C=CC=CC=1)C1C=CC=CC=1)[F:3].C([N-]C(C)C)(C)C.[Li+].[O:26]1[CH2:31][CH2:30][CH2:29][CH2:28][CH:27]1[O:32][C:33]1[CH:50]=[CH:49][C:48]2[C@@H:47]3[C:38]([C@H:39]4[C@@:43]([CH2:45][CH2:46]3)([CH3:44])[C:42](=O)[CH2:41][CH2:40]4)=[CH:37][CH2:36][C:35]=2[CH:34]=1>O1CCCC1.C(OCC)(=O)C.O>[F:1][C:2]([F:3])=[C:42]1[CH2:41][CH2:40][C@H:39]2[C:38]3[C@H:47]([CH2:46][CH2:45][C@:43]12[CH3:44])[C:48]1[CH:35]=[CH:34][C:33]([O:32][CH:27]2[CH2:28][CH2:29][CH2:30][CH2:31][O:26]2)=[CH:50][C:49]=1[CH2:36][CH:37]=3 |f:1.2|. Procedure: A solution of 3 g of difluoromethyldiphenylphosphine oxide in 85 ml of tetrahydrofuran is slowly mixed with 6 ml of 2 M lithium diisopropylamide solution at a bath temperature of -50° C., and it is stirred for 1 hour. Then, a solution of 1.7 g of 3-tetrahydropyranyloxy-estra-1,3,5(10),7-tetraen-17-one in 42 ml of tetrahydrofuran is slowly added, stirred for 15 minutes, slowly heated at a bath temperature of from -50° C. to 100° C. and refluxed for 2.5 hours. For working-up, it is diluted with et... The reactants are CCC(CCC)O (3-hexanol), C(=O)(Cl)Cl (phosgene), carbonyl, colorless oil. The solvent is C1=CC=CC=C1 (benzene). Run at time 15 minute. The product is ClC(=O)OC(CC)CCC (3-Hexyl chloroformate). Reaction SMILES: [CH3:1][CH2:2][CH:3]([OH:7])[CH2:4][CH2:5][CH3:6].[C:8](Cl)([Cl:10])=[O:9]>C1C=CC=CC=1>[Cl:10][C:8]([O:7][CH:3]([CH2:4][CH2:5][CH3:6])[CH2:2][CH3:1])=[O:9]. Reported procedure: 20.4 G. (0.2 moles) of 3-hexanol is added dropwise under anhydrous conditions to 345 ml. (0.4 moles) of 12.5% phosgene in benzene with stirring and cooling in an ice bath. The addition is complete in 2 hours and 15 minutes and the temperature is allowed to warm to room temperature and the reaction mixture is stirred overnight. Gaseous nitrogen is passed through the solution for several hours to remove the excess phosgene and hydrogen chloride. The reaction mixture is then evaporated to dryness i... Starting materials: Cl.C1(CC1)N(C(C1=CC=C(C=C1)C1=CN=CO1)=O)C1CCNCC1 (N-cyclopropyl-4-oxazol-5-yl-N-piperidin-4-yl-benzamide hydrochloride), ClC1=NC=C(C=N1)C (2-chloro-5-methyl-pyrimidine). Product: C1(CC1)N(C(C1=CC=C(C=C1)C1=CN=CO1)=O)C1CCN(CC1)C1=NC=C(C=N1)C (N-Cyclopropyl-N-[1-(5-methyl-pyrimidin-2-yl)-piperidin-4-yl]-4-oxazol-5-yl-benzamide). As a reaction SMILES: Cl.[CH:2]1([N:5]([CH:19]2[CH2:24][CH2:23][NH:22][CH2:21][CH2:20]2)[C:6](=[O:18])[C:7]2[CH:12]=[CH:11][C:10]([C:13]3[O:17][CH:16]=[N:15][CH:14]=3)=[CH:9][CH:8]=2)[CH2:4][CH2:3]1.Cl[C:26]1[N:31]=[CH:30][C:29]([CH3:32])=[CH:28][N:27]=1>>[CH:2]1([N:5]([CH:19]2[CH2:24][CH2:23][N:22]([C:26]3[N:31]=[CH:30][C:29]([CH3:32])=[CH:28][N:27]=3)[CH2:21][CH2:20]2)[C:6](=[O:18])[C:7]2[CH:8]=[CH:9][C:10]([C:13]3[O:17][CH:16]=[N:15][CH:14]=3)=[CH:11][CH:12]=2)[CH2:4][CH2:3]1 |f:0.1|. Procedure details: The title compound is prepared from N-cyclopropyl-4-oxazol-5-yl-N-piperidin-4-yl-benzamide hydrochloride and 2-chloro-5-methyl-pyrimidine following a procedure analogous to that described in Example 88. LC (method 18): tR=1.30 min; Mass spectrum (ESI+): m/z=404 [M+H]+. Reactants: 23(iii), [N+](=O)([O-])C1=CC=C(COC(=O)NC(C)=N)C=C1 (N-(4-nitrobenzyloxycarbonyl)acetamidine), 23(iv), Cl.COC1=CC=C(CS[C@H]2C[C@H](N(C2)C(=O)OCC2=CC=C(C=C2)[N+](=O)[O-])C(=O)N[C@@H]2CNCC2)C=C1 ((2S,4S)-4-(4-methoxybenzylthio)-1-(4-nitrobenzyloxycarbonyl)-2-[(3S)-pyrrolidin-3-ylaminocarbonyl)pyrrolidine hydrochloride). Yields the product S[C@H]1C[C@H](N(C1)C(=O)OCC1=CC=C(C=C1)[N+](=O)[O-])C(=O)N[C@@H]1CN(CC1)C(C)=NC(=O)OCC1=CC=C(C=C1)[N+](=O)[O-] ((2S,4S)-4-Mercapto-2[(3S)-1-(N-4-nitrobenzyloxycarbonylacetimidoyl)pyrrolidin-3-ylaminocarbonyl]-1-(4-nitrobenzyloxycarbonyl)pyrrolidine). The yield is 53.3%. RXN SMILES: Cl.COC1C=CC(C[S:9][C@@H:10]2[CH2:14][N:13]([C:15]([O:17][CH2:18][C:19]3[CH:24]=[CH:23][C:22]([N+:25]([O-:27])=[O:26])=[CH:21][CH:20]=3)=[O:16])[C@H:12]([C:28]([NH:30][C@H:31]3[CH2:35][CH2:34]N[CH2:32]3)=[O:29])[CH2:11]2)=CC=1.[N+:38]([C:41]1[CH:54]=[CH:53][C:44]([CH2:45][O:46][C:47]([NH:49][C:50](=[NH:52])[CH3:51])=[O:48])=[CH:43][CH:42]=1)([O-:40])=[O:39]>>[SH:9][C@@H:10]1[CH2:14][N:13]([C:15]([O:17][CH2:18][C:19]2[CH:20]=[CH:21][C:22]([N+:25]([O-:27])=[O:26])=[CH:23][CH:24]=2)=[O:16])[C@H:12]([C:28]([NH:30][C@H:31]2[CH2:35][CH2:34][N:52]([C:50](=[N:49][C:47]([O:46][CH2:45][C:44]3[CH:43]=[CH:42][C:41]([N+:38]([O-:40])=[O:39])=[CH:54][CH:53]=3)=[O:48])[CH3:51])[CH2:32]2)=[O:29])[CH2:11]1 |f:0.1|. Reported procedure: Following a procedure similar to that described in Preparations 23(iii) and 23(iv), but using 1.08 g of (2S,4S)-4-(4-methoxybenzylthio)-1-(4-nitrobenzyloxycarbonyl)-2-[(3S)-pyrrolidin-3-ylaminocarbonyl)pyrrolidine hydrochloride and 440 mg of N-(4-nitrobenzyloxycarbonyl)acetamidine, 608 mg of the title compound were obtained as a powder.